From a dataset of the Open Reaction Database (ORD), a public repository of structured organic reaction records. describe an organic reaction: reactants, conditions, products, and yield The reactants are ClC1=NC2=CC=C(C=C2C=C1)O (2-chloroquinolin-6-ol), B(O)(O)C1=C(C=C(C(=O)O)C=C1)OC (4-borono-3-methoxybenzoic acid). Yields the product OC=1C=C2C=CC(=NC2=CC1)C1=C(C=C(C(=O)O)C=C1)OC (4-(6-hydroxyquinolin-2-yl)-3-methoxybenzoic acid). RXN SMILES: Cl[C:2]1[CH:11]=[CH:10][C:9]2[C:4](=[CH:5][CH:6]=[C:7]([OH:12])[CH:8]=2)[N:3]=1.B([C:16]1[CH:24]=[CH:23][C:19]([C:20]([OH:22])=[O:21])=[CH:18][C:17]=1[O:25][CH3:26])(O)O>>[OH:12][C:7]1[CH:8]=[C:9]2[C:4](=[CH:5][CH:6]=1)[N:3]=[C:2]([C:16]1[CH:24]=[CH:23][C:19]([C:20]([OH:22])=[O:21])=[CH:18][C:17]=1[O:25][CH3:26])[CH:11]=[CH:10]2. Procedure details: Followed Scheme 3: Starting Materials: 2-chloroquinolin-6-ol and 4-borono-3-methoxybenzoic acid. 1H NMR (CD3OD, 400 MHz): δ 8.81 (d, J=8.4 Hz, 1H), 8.14 (d, J=9.2 Hz, 1H), 8.10 (d, J=8.4 Hz, 1H), 7.89 (dd, J=6.8, 1.6 Hz, 2H), 7.85 (d, J=8.4 Hz, 1H), 7.69 (dd, J=9.2, 2.8 Hz, 1H), 7.48 (d, J=2.8 Hz, 1H). MS (ESI): m/z 295.7 [M+H]+.